From a dataset of the Open Reaction Database (ORD), a public repository of structured organic reaction records. describe an organic reaction: reactants, conditions, products, and yield Reactants: CC(C)(C)CCBr, O=C([O-])[O-], CC(C)=O, [I-], [K+], [K+], [K+], N#Cc1ccc(O)cc1. The product is CC(C)(C)CCOc1ccc(C#N)cc1. RXN SMILES: [Br:10][CH2:11][CH2:12][C:13]([CH3:14])([CH3:15])[CH3:16].[C:17](=[O:18])([O-:19])[O-:20].[CH3:25][C:26](=[O:27])[CH3:28].[I-:24].[K+:21].[K+:22].[K+:23].[OH:1][c:2]1[cH:3][cH:4][c:5]([C:8]#[N:9])[cH:6][cH:7]1>>[O:1]([c:2]1[cH:3][cH:4][c:5]([C:8]#[N:9])[cH:6][cH:7]1)[CH2:11][CH2:12][C:13]([CH3:14])([CH3:15])[CH3:16]. Reaction SMILES: Br[C:2]1[C:3](=[O:17])[NH:4][C:5](=[O:16])[N:6]([CH:15]=1)[C@@H:7]1[O:14][C@H:11]([CH2:12][OH:13])[C@@H:9]([OH:10])[CH2:8]1.[NH3:18]>>[NH2:18][C:2]1[C:3](=[O:17])[NH:4][C:5](=[O:16])[N:6]([CH:15]=1)[C@@H:7]1[O:14][C@H:11]([CH2:12][OH:13])[C@@H:9]([OH:10])[CH2:8]1. The reactants are BrC=1C(NC(N([C@H]2C[C@H](O)[C@@H](CO)O2)C1)=O)=O (5-bromo-2′-deoxyuridine), BrC=1C(NC(N([C@H]2C[C@H](O)[C@@H](CO)O2)C1)=O)=O (5-bromo-2′-deoxyuridine), N (ammonia). Product: NC=1C(NC(N([C@H]2C[C@H](O)[C@@H](CO)O2)C1)=O)=O (5-amino-2′-deoxyuridine). Procedure details: 5-amino-2′-deoxyuridine was prepared from 5-bromo-2′-deoxyuridine according to the procedure of Roberts and Visser, J. Am. Chem. Soc. 14:665-669 (1952). 5-bromo-2′-deoxyuridine (2 g, 6.2 mmol) dissolved in liquid ammonia (20 ml) was scaled in a glass tube and heated at 50° for 5 days. The tube was opened, and the ammonia was evaporated. 5-amino-2′-deoxyuridine was recrystallized from 5 ml water and 75 ml hot isopropyl alcohol. Starting materials: N1(CCCCC1)C(=O)C1C(CCCC1)=O (2-(Piperidine-1-carbonyl)-cyclohexanone), BrBr (Bromine). The solvent is C(C)OCC (diethyl ether). Conditions: temperature 0 celsius. The product is BrC1C(C(CCC1)C(=O)N1CCCCC1)=O (2-Bromo-6-(piperidine-1-carbonyl)-cyclohexanone). Yield: 107.0%. Reaction SMILES: [N:1]1([C:7]([CH:9]2[CH2:14][CH2:13][CH2:12][CH2:11][C:10]2=[O:15])=[O:8])[CH2:6][CH2:5][CH2:4][CH2:3][CH2:2]1.[Br:16]Br>C(OCC)C>[Br:16][CH:11]1[CH2:12][CH2:13][CH2:14][CH:9]([C:7]([N:1]2[CH2:6][CH2:5][CH2:4][CH2:3][CH2:2]2)=[O:8])[C:10]1=[O:15]. Reported procedure: 2-(piperidine-1-carbonyl)-cyclohexanone (19) (4.0 g, 19 mmol) was dissolved in diethyl ether (5 mL) and cooled to 0° C. under N2. Bromine (5.9 g, 19 mmol, 1.0 mL) was added dropwise over 15 min and the reaction mixture was allowed to warm to room temperature over 90 min. The solid was collected by filtration to give 5.86 g (quantitative) of 2-bromo-6-(piperidine-1-carbonyl)-cyclohexanone (20) as a white solid which was used in the next step without purification. The structure was confirmed by 13... Reactants: C[O-].[Na+] (sodium methylate), C(C)(=O)OCCNC(=O)NC=1C=CC2=C(C(=NCC(N2C)=O)C2=C(C=CC=C2)F)C1Cl (2-[3-[6-chloro-5-(o-fluorophenyl)-2,3-dihydro-1-methyl-2-oxo-1H-1,4-benzodiazepin-7-yl]ureido]ethyl acetate), C(C)(=O)O (acetic acid). The solvent is CO (methanol). Conditions: time 1 hour. Yields the product ClC1=C(C=CC2=C1C(=NCC(N2C)=O)C2=C(C=CC=C2)F)NC(=O)NCCO (1-[6-chloro-5-(o-fluorophenyl)-2,3-dihydro-1-methyl-2-oxo-1H-1,4-benzodiazepin-7-yl]-3-(2-hydroxyethyl)urea). Reaction SMILES: C([O:4][CH2:5][CH2:6][NH:7][C:8]([NH:10][C:11]1[CH:12]=[CH:13][C:14]2[N:20]([CH3:21])[C:19](=[O:22])[CH2:18][N:17]=[C:16]([C:23]3[CH:28]=[CH:27][CH:26]=[CH:25][C:24]=3[F:29])[C:15]=2[C:30]=1[Cl:31])=[O:9])(=O)C.C[O-].[Na+].C(O)(=O)C>CO>[Cl:31][C:30]1[C:15]2[C:16]([C:23]3[CH:28]=[CH:27][CH:26]=[CH:25][C:24]=3[F:29])=[N:17][CH2:18][C:19](=[O:22])[N:20]([CH3:21])[C:14]=2[CH:13]=[CH:12][C:11]=1[NH:10][C:8]([NH:7][CH2:6][CH2:5][OH:4])=[O:9] |f:1.2|. Reported procedure: 600 mg of 2-[3-[6-chloro-5-(o-fluorophenyl)-2,3-dihydro-1-methyl-2-oxo-1H-1,4-benzodiazepin-7-yl]ureido]ethyl acetate dissolved in 35 ml of absolute methanol are treated with 830 mg of sodium methylate and stirred at room temperature for 1 hour. The mixture is buffered with a small amount of acetic acid and concentrated. The residue is treated with methylene chloride/10% sodium bicarbonate solution, the aqueous solution is extracted with methylene chloride and the organic solution is dried over ... Starting materials: CCOCC, CC=CCC1Cc2cc(OC)c(OC)cc2C1=O, CCCCCC, CO, ClCCl, O=[O+][O-]. Product: COc1cc2c(cc1OC)C(=O)C(CC=O)C2. RXN SMILES: [CH2:28]([O:30][CH2:29][CH3:31])[CH3:32].[CH2:4]([CH:5]=[CH:6][CH3:7])[CH:8]1[C:9](=[O:21])[c:10]2[cH:11][c:12]([O:19][CH3:20])[c:13]([O:17][CH3:18])[cH:14][c:15]2[CH2:16]1.[CH3:22][CH2:23][CH2:24][CH2:25][CH2:26][CH3:27].[CH3:36][OH:37].[Cl:33][CH2:34][Cl:35].[O-:1][O+:2]=[O:3]>>[CH2:4]([CH:5]=[O:30])[CH:8]1[C:9](=[O:21])[c:10]2[cH:11][c:12]([O:19][CH3:20])[c:13]([O:17][CH3:18])[cH:14][c:15]2[CH2:16]1. The reactants are CC(=O)NC1CC(NC(C)(C)C)CCC1N1CCC(NC(=O)OCc2ccccc2)C1=O, CO. Yields the product CC(=O)NC1CC(NC(C)(C)C)CCC1N1CCC(N)C1=O. RXN SMILES: [C:1]([CH3:2])(=[O:3])[NH:4][CH:5]1[CH:6]([N:16]2[C:17](=[O:32])[CH:18]([NH:21][C:22](=[O:23])[O:24][CH2:25][c:26]3[cH:27][cH:28][cH:29][cH:30][cH:31]3)[CH2:19][CH2:20]2)[CH2:7][CH2:8][CH:9]([NH:11][C:12]([CH3:13])([CH3:14])[CH3:15])[CH2:10]1.[CH3:33][OH:34]>>[C:1]([CH3:2])(=[O:3])[NH:4][CH:5]1[CH:6]([N:16]2[C:17](=[O:32])[CH:18]([NH2:21])[CH2:19][CH2:20]2)[CH2:7][CH2:8][CH:9]([NH:11][C:12]([CH3:13])([CH3:14])[CH3:15])[CH2:10]1.